This data is from the Open Reaction Database (ORD), a public repository of structured organic reaction records. The task is: describe an organic reaction: reactants, conditions, products, and yield Reactants: BrC1=CC=C(C=C1)C(C[C@H](C(=O)O)NC(=O)OC)=O ((R)-4-bromo-α-[(methoxycarbonyl)amino]-γ-oxobenzenebutanoic acid). The reagents and catalysts are [Ti](Cl)(Cl)(Cl)Cl (titanium tetrachloride). Solvent: ClCCl (dichloromethane), C(C)[SiH](CC)CC (triethylsilane), C(C)[SiH](CC)CC (triethylsilane). Run at time 5.5 hour. The product is BrC1=CC=C(C=C1)CC[C@H](C(=O)O)NC(=O)OC ((R)-4-Bromo-α-[(methoxycarbonyl)amino]benzenebutanoic acid). Yield: 74.0%. RXN SMILES: [Br:1][C:2]1[CH:7]=[CH:6][C:5]([C:8](=O)[CH2:9][C@@H:10]([NH:14][C:15]([O:17][CH3:18])=[O:16])[C:11]([OH:13])=[O:12])=[CH:4][CH:3]=1>ClCCl.C([SiH](CC)CC)C.[Ti](Cl)(Cl)(Cl)Cl>[Br:1][C:2]1[CH:3]=[CH:4][C:5]([CH2:8][CH2:9][C@@H:10]([NH:14][C:15]([O:17][CH3:18])=[O:16])[C:11]([OH:13])=[O:12])=[CH:6][CH:7]=1. Reported procedure: A solution of (R)-4-bromo-α-[(methoxycarbonyl)amino]-γ-oxobenzenebutanoic acid (2) (74.35 g) in dichloromethane and triethylsilane (182 ml) was cooled to 0° C. and titanium tetrachloride (99.0 ml) was added dropwise over a period of 15 minutes with stirring. After 5.5 hours, triethylsilane (72 ml) was added, and the mixture was stirred at room temperature for 17 hours and at reflux on the steam bath for 3 hours. The mixture was cooled and poured onto ice. The mixture was extracted twice with die... Reactants: C(#N)C=1C=C(C=CC1)[C@@]12N=C(SC[C@@H]1C[C@@H](OC2)C)NC(C2=CC=CC=C2)=O (N-[(4aR,6S,8aS)-8a-(3-Cyanophenyl)-6-methyl-4,4a,5,6,8,8a-hexahydropyrano[3,4-d][1,3]thiazin-2-yl]benzamide), NC=1SC[C@H]2[C@@](N1)(CO[C@H](C2)C)C=2C=C(C#N)C=CC2Cl (3-[(4aR,6S,8aS)-2-amino-6-methyl-4,4a,5,6-tetrahydropyrano[3,4-d][1,3]thiazin-8a(8H)-yl]-4-chlorobenzonitrile). The product is NC=1SC[C@H]2[C@@](N1)(CO[C@H](C2)C)C=2C=C(C#N)C=CC2 (3-[(4aR,6S,8aS)-2-amino-6-methyl-4,4a,5,6-tetrahydropyrano[3,4-d][1,3]thiazin-8a(8H)-yl]benzonitrile). Reaction SMILES: [C:1]([C:3]1[CH:4]=[C:5]([C@:9]23[CH2:18][O:17][C@@H:16]([CH3:19])[CH2:15][C@H:14]2[CH2:13][S:12][C:11]([NH:20]C(=O)C2C=CC=CC=2)=[N:10]3)[CH:6]=[CH:7][CH:8]=1)#[N:2].NC1SC[C@@H]2C[C@H](C)OC[C@]2(C2C=C(C=CC=2Cl)C#N)N=1>>[NH2:20][C:11]1[S:12][CH2:13][C@@H:14]2[CH2:15][C@H:16]([CH3:19])[O:17][CH2:18][C@:9]2([C:5]2[CH:4]=[C:3]([CH:8]=[CH:7][CH:6]=2)[C:1]#[N:2])[N:10]=1. Procedure details: N-[(4aR,6S,8aS)-8a-(3-Cyanophenyl)-6-methyl-4,4a,5,6,8,8a-hexahydropyrano[3,4-d][1,3]thiazin-2-yl]benzamide (C24) was converted to the product using the method described for the synthesis of 3-[(4aR,6S,8aS)-2-amino-6-methyl-4,4a,5,6-tetrahydropyrano[3,4-d][1,3]thiazin-8a(8H)-yl]-4-chlorobenzonitrile (6) in Example 6. Purification by reverse phase HPLC (Column: Waters Sunfire C18, 19×100 mm, 5 μm; Mobile phase A: 0.05% trifluoroacetic acid in water (v/v); Mobile phase B: 0.05% trifluoroacetic aci... Reactants: BrCC=C(C)C (4-bromo-2-methyl-2-butene), FC1=C(C=CC=C1C(F)(F)F)NC=1C=C2[C@H]3[C@@H](N4C2=C(C1)COCC4)CCNC3 ((7bR,11aS)-N-[2-fluoro-3-(trifluoromethyl)phenyl]-1,2,7b,8,9,10,11,11a-octahydro-4H-[1,4]oxazepino[6,5,4-hi]pyrido[4,3-b]indol-6-amine). Product: FC1=C(C=CC=C1C(F)(F)F)NC=1C=C2[C@H]3[C@@H](N4C2=C(C1)COCC4)CCN(C3)CC=C(C)C ((7bR,11aS)-N-[2-fluoro-3-(trifluoromethyl)phenyl]-9-(3-methyl-2-butenyl)-1,2,7b,8,9,10,11,11a-octahydro-4H-[1,4]oxazepino[6,5,4-hi]pyrido[4,3-b]indol-6-amine). As a reaction SMILES: Br[CH2:2][CH:3]=[C:4]([CH3:6])[CH3:5].[F:7][C:8]1[C:13]([C:14]([F:17])([F:16])[F:15])=[CH:12][CH:11]=[CH:10][C:9]=1[NH:18][C:19]1[CH:20]=[C:21]2[C:25]3=[C:26]([CH2:28][O:29][CH2:30][CH2:31][N:24]3[C@H:23]3[CH2:32][CH2:33][NH:34][CH2:35][C@@H:22]23)[CH:27]=1>>[F:7][C:8]1[C:13]([C:14]([F:16])([F:17])[F:15])=[CH:12][CH:11]=[CH:10][C:9]=1[NH:18][C:19]1[CH:20]=[C:21]2[C:25]3=[C:26]([CH2:28][O:29][CH2:30][CH2:31][N:24]3[C@H:23]3[CH2:32][CH2:33][N:34]([CH2:2][CH:3]=[C:4]([CH3:6])[CH3:5])[CH2:35][C@@H:22]23)[CH:27]=1. Procedure: Using 4-bromo-2-methyl-2-butene and following the procedures described in EXAMPLE 144, (7bR,11aS)-N-[2-fluoro-3-(trifluoromethyl)phenyl]-1,2,7b,8,9,10,11,11a-octahydro-4H-[1,4]oxazepino[6,5,4-hi]pyrido[4,3-b]indol-6-amine free base from EXAMPLE 95 was converted into the title compound of EXAMPLE 146. 1H NMR(CDCl3) δ: 7.22-7.15 (m, 1H), 7.07-6.95 (m, 2H), 6.93 (d, 1H, J=1.9 Hz), 6.79 (d, 1H, J=2.2 Hz), 5.80 (broad s, 1H), 5.36 (t, 1H, J=7.5 Hz), 4.64 (ABq, 2H, JAB=14.3 Hz), 4.27 (app d, 1H, J=13.... The reactants are CN1C(=NC=C1[N+](=O)[O-])C(C)C (1-methyl-2-isopropyl-5-nitroimidazole), [K] (potassium), ice water, Cl (hydrochloric acid), O=O (oxygen). Solvent: C(C)OP(OCC)OCC (triethylphosphite), O=P(N(C)C)(N(C)C)N(C)C (hexametapol), O=P(N(C)C)(N(C)C)N(C)C (hexametapol), C(C)(C)(C)O (tert.-butanol). Yields the product OC(C)(C)C=1N(C(=CN1)[N+](=O)[O-])C (2-(2-hydroxy-2-propyl)-1-methyl-5-nitroimidazole). Yield: 74.0%. RXN SMILES: [K].[CH3:2][N:3]1[C:7]([N+:8]([O-:10])=[O:9])=[CH:6][N:5]=[C:4]1[CH:11]([CH3:13])[CH3:12].[O:14]=O.Cl>C(O)(C)(C)C.C(OP(OCC)OCC)C.O=P(N(C)C)(N(C)C)N(C)C>[OH:14][C:11]([C:4]1[N:3]([CH3:2])[C:7]([N+:8]([O-:10])=[O:9])=[CH:6][N:5]=1)([CH3:13])[CH3:12] |^1:0|. Reported procedure: A total of 21.5 g of potassium were dissolved in 450 ml of tert.-butanol with vigorous stirring and the solution heated to reflux. 300 ml of hexametapol were added to the cooled solution. The mixture was then cooled to -25°, a solution of 42.5 g of 1-methyl-2-isopropyl-5-nitroimidazole in 60 ml of triethylphosphite and 150 ml of hexametapol was added and dry oxygen was conducted through the mixture for 5 hours at -20° to -25° with vigorous stirring. The mixture was poured into a mixture of 1.5 l... The reactants are crude product, BrC=1C(=NC(=NC1Cl)C)O (5-bromo-6-chloro-2-methyl-4-pyrimidinol), C(#N)C=1C=C(C=NC1)CN (5-cyano-3-aminomethylpyridine), N1=C(C=CC=C1C)C (2,6-lutidine). Solvent: COCCOC (1,2-dimethoxyethane). Run at temperature 90 celsius. Product: BrC1=C(NC(=NC1=O)C)NCC=1C=C(C=NC1)C#N (5-[[(5-Bromo-3,6-dihydro-2-methyl-6-oxo-4-pyrimidinyl)amino]methyl]-3-pyridinecarbonitrile). Isolated yield 31.0%. RXN SMILES: [Br:1][C:2]1[C:3]([OH:10])=[N:4][C:5]([CH3:9])=[N:6][C:7]=1Cl.[C:11]([C:13]1[CH:14]=[C:15]([CH2:19][NH2:20])[CH:16]=[N:17][CH:18]=1)#[N:12].N1C(C)=CC=CC=1C>COCCOC>[Br:1][C:2]1[C:3](=[O:10])[N:4]=[C:5]([CH3:9])[NH:6][C:7]=1[NH:12][CH2:11][C:13]1[CH:14]=[C:15]([C:19]#[N:20])[CH:16]=[N:17][CH:18]=1. Reported procedure: A stirred suspension of 5-bromo-6-chloro-2-methyl-4-pyrimidinol (1.57 g, 7.04 mmol), 5-cyano-3-aminomethylpyridine (1.03 g, 7.74 mmol), and 2,6-lutidine (2.00 mL, 17.4 mmol) in 1,2-dimethoxyethane (7.0 mL) was heated at 90° C. for 15 hours. Solvent was removed in vacuo, and the residue was suspended in water. The white precipitate was isolated by filtration with aqueous rinse, and then recrystallized from methanol/diethyl ether to afford crude product (922 mg, 41%). The crude product was adsorbe... Reactants: NC1=C(C(=O)N)C=CC(=C1)OCC1=CC=CC=C1 (2-amino-4-(benzyloxy)benzamide), FC1=CC=C(C=C1)C1C(OC(O1)=O)=O (5-(4-fluorophenyl)-1,3-dioxolane-2,4-dione). The solvent is C1CCOC1 (THF), C1CCOC1 (THF). Run at temperature 63 celsius. The product is C(C1=CC=CC=C1)OC1=CC(=C(C(=O)N)C=C1)NC(C(O)C1=CC=C(C=C1)F)=O (4-(benzyloxy)-2-(2-(4-fluorophenyl)-2-hydroxyacetamido)benzamide). The yield is 63.0%. Reaction SMILES: [NH2:1][C:2]1[CH:10]=[C:9]([O:11][CH2:12][C:13]2[CH:18]=[CH:17][CH:16]=[CH:15][CH:14]=2)[CH:8]=[CH:7][C:3]=1[C:4]([NH2:6])=[O:5].[F:19][C:20]1[CH:25]=[CH:24][C:23]([CH:26]2[O:30]C(=O)[O:28][C:27]2=O)=[CH:22][CH:21]=1>C1COCC1>[CH2:12]([O:11][C:9]1[CH:8]=[CH:7][C:3]([C:4]([NH2:6])=[O:5])=[C:2]([NH:1][C:27](=[O:28])[CH:26]([C:23]2[CH:24]=[CH:25][C:20]([F:19])=[CH:21][CH:22]=2)[OH:30])[CH:10]=1)[C:13]1[CH:18]=[CH:17][CH:16]=[CH:15][CH:14]=1. Reported procedure: To a solution of 2-amino-4-(benzyloxy)benzamide (4.0 g, 16.5 mmol) in THF (60 mL) was added a solution of 5-(4-fluorophenyl)-1,3-dioxolane-2,4-dione (3.65 g, 18.6 mmol) from Example 16 in THF (20 mL) portionwise at rt. After heating to 63° C. for 18 h, the solution was cooled and concentrated. After addition of H2O, the solution was extracted twice with DCM. The combined organic phases were washed with brine and dried over sodium sulfate. Chromatography on silica gel eluting with 10 to 80% EtOAc... Reactants: ( c ), C(C1=CC=CC=C1)OC(=O)C(CS(=O)(=O)C(C(=O)Cl)(C)C)CC1=CC=CC=C1 ((RS)-2-[[2-[(benzyloxy)carbonyl]-3-phenylpropyl]sulfonyl]-2-methylpropionyl chloride), OCC1CC1 (hydroxymethylcyclopropane). Solvent: N1=CC=CC=C1 (pyridine). Yields the product C1(CC1)COC(=O)C(C)(C)S(=O)(=O)CC(C(=O)OCC1=CC=CC=C1)CC1=CC=CC=C1 (benzyl rac-α-[[[1-[(cyclopropylmethoxy)carbonyl]-1-methylethyl]sulfonyl]methyl]hydrocinnamate). Reaction SMILES: [CH2:1]([O:8][C:9]([CH:11]([CH2:22][C:23]1[CH:28]=[CH:27][CH:26]=[CH:25][CH:24]=1)[CH2:12][S:13]([C:16]([CH3:21])([CH3:20])[C:17](Cl)=[O:18])(=[O:15])=[O:14])=[O:10])[C:2]1[CH:7]=[CH:6][CH:5]=[CH:4][CH:3]=1.[OH:29][CH2:30][CH:31]1[CH2:33][CH2:32]1>N1C=CC=CC=1>[CH:31]1([CH2:30][O:29][C:17]([C:16]([S:13]([CH2:12][CH:11]([CH2:22][C:23]2[CH:24]=[CH:25][CH:26]=[CH:27][CH:28]=2)[C:9]([O:8][CH2:1][C:2]2[CH:3]=[CH:4][CH:5]=[CH:6][CH:7]=2)=[O:10])(=[O:14])=[O:15])([CH3:21])[CH3:20])=[O:18])[CH2:33][CH2:32]1. Procedure details: In an analogous manner to that described in Example 2, paragraph (c), by reacting (RS)-2-[[2-[(benzyloxy)carbonyl]-3-phenylpropyl]sulfonyl]-2-methylpropionyl chloride and hydroxymethylcyclopropane in pyridine there was obtained benzyl rac-α-[[[1-[(cyclopropylmethoxy)carbonyl]-1-methylethyl]sulfonyl]methyl]hydrocinnamate as a colourless oil; MS: 459 (M+H)+.